Dataset: the Open Reaction Database (ORD), a public repository of structured organic reaction records. Task: describe an organic reaction: reactants, conditions, products, and yield Reactants: Cc1cccc(C)c1B(O)O, ClC(Cl)(Cl)Cl, CC(C)(C#N)N=NC(C)(C)C#N, O=C1CCC(=O)N1Br. The product is Cc1cccc(CBr)c1B(O)O. As a reaction SMILES: [CH3:1][c:2]1[c:3]([B:9]([OH:10])[OH:11])[c:4]([CH3:8])[cH:5][cH:6][cH:7]1.[Cl:32][C:33]([Cl:34])([Cl:35])[Cl:36].[N:20]#[C:21][C:22]([N:23]=[N:24][C:25]([C:26]#[N:27])([CH3:28])[CH3:29])([CH3:30])[CH3:31].[O:12]=[C:13]1[N:14]([Br:19])[C:15](=[O:16])[CH2:17][CH2:18]1>>[CH2:1]([c:2]1[c:3]([B:9]([OH:10])[OH:11])[c:4]([CH3:8])[cH:5][cH:6][cH:7]1)[Br:19]. Procedure details: Platinum oxide (10 mg) was added to a solution of methyl (4R*,9aS*)-6-oxo-4-(3,4,5-trifluorophenyl)-1,3,4,6,7,9a-hexahydropyrido[1,2-a]pyrazine-2-carboxylate obtained by performing the above method again (292 mg) in methanol (5 mL), and the reaction solution was stirred in a hydrogen atmosphere at room temperature for three hours. The reaction solution was filtered through celite, and the filtrate was concentrated under reduced pressure to obtain 255 mg of the title compound. The property values... The reagents and catalysts are [Pt]=O (Platinum oxide). Product: O=C1CCC[C@@H]2N1[C@@H](CN(C2)C(=O)OC)C2=CC(=C(C(=C2)F)F)F (methyl (4R*,9aS*)-6-oxo-4-(3,4,5-trifluorophenyl)octahydropyrido[1,2-a]pyrazine-2-carboxylate). Run in CO (methanol). The reactants are O=C1CC=C[C@@H]2N1[C@@H](CN(C2)C(=O)OC)C2=CC(=C(C(=C2)F)F)F (methyl (4R*,9aS*)-6-oxo-4-(3,4,5-trifluorophenyl)-1,3,4,6,7,9a-hexahydropyrido[1,2-a]pyrazine-2-carboxylate), [H][H] (hydrogen). Reaction SMILES: [O:1]=[C:2]1[N:7]2[C@H:8]([C:16]3[CH:21]=[C:20]([F:22])[C:19]([F:23])=[C:18]([F:24])[CH:17]=3)[CH2:9][N:10]([C:12]([O:14][CH3:15])=[O:13])[CH2:11][C@@H:6]2[CH:5]=[CH:4][CH2:3]1.[H][H]>CO.[Pt]=O>[O:1]=[C:2]1[N:7]2[C@H:8]([C:16]3[CH:17]=[C:18]([F:24])[C:19]([F:23])=[C:20]([F:22])[CH:21]=3)[CH2:9][N:10]([C:12]([O:14][CH3:15])=[O:13])[CH2:11][C@@H:6]2[CH2:5][CH2:4][CH2:3]1. Reactants: CO, COC(=O)C12CC3CC(C1)C(=O)C(C3)C2, [Li+], [OH-]. Product: O=C1C2CC3CC1CC(C(=O)O)(C3)C2. Reaction SMILES: [CH3:18][OH:19].[CH3:1][O:2][C:3](=[O:4])[C:5]12[CH2:6][CH:7]3[C:8](=[O:15])[CH:9]([CH2:10][CH:11]([CH2:12]1)[CH2:13]3)[CH2:14]2.[Li+:17].[OH-:16]>>[O:2]=[C:3]([OH:4])[C:5]12[CH2:6][CH:7]3[C:8](=[O:15])[CH:9]([CH2:10][CH:11]([CH2:12]1)[CH2:13]3)[CH2:14]2. Reactants: C1(=CC=CC=C1)[SH+]C1=CC=CC=C1 (diphenylsulfonium), COC=1C=C(C=O)C=C(C1)OC (3,5-dimethoxybenzaldehyde), ether-water. Solvent: O1CCCC1 (tetrahydrofuran). Reaction conditions: temperature -78 celsius, time 3 hour. Yields the product COC=1C=C(C2C(C)O2)C=C(C1)OC (3,5-Dimethoxy-β-methylstyrene oxide). As a reaction SMILES: [C:1]1([SH+]C2C=CC=CC=2)C=CC=C[CH:2]=1.[CH3:14][O:15][C:16]1[CH:17]=[C:18]([CH:21]=[C:22]([O:24][CH3:25])[CH:23]=1)[CH:19]=[O:20]>O1CCCC1>[CH3:25][O:24][C:22]1[CH:21]=[C:18]([CH:17]=[C:16]([O:15][CH3:14])[CH:23]=1)[CH:19]1[O:20][CH:1]1[CH3:2]. Procedure: To a -78° C. solution of diphenylsulfonium ethylide (1.0 mole) in tetrahydrofuran (one liter) is slowly added 3,5-dimethoxybenzaldehyde (1.0 mole). The reaction mixture is stirred at -78° C. for 3 hours and then allowed to warm to room temperature. It is then added to ether-water and the ether phase separated. The ether phase is washed with water, dried (MgSO4) and evaporated. Fractional distillation of the residue gives the title product. The reactants are O=C([O-])[O-], CC(C)=O, CCCCCC, CCOC(C)=O, N#CCCl, [K+], [K+], CC(C)(C)c1ccc(O)c(N)c1. Product: CC(C)(C)c1ccc(OCC#N)c(N)c1. Reaction SMILES: [C:13](=[O:14])([O-:15])[O-:16].[CH3:23][C:24](=[O:25])[CH3:26].[CH3:27][CH2:28][CH2:29][CH2:30][CH2:31][CH3:32].[CH3:33][CH2:34][O:35][C:36](=[O:37])[CH3:38].[Cl:19][CH2:20][C:21]#[N:22].[K+:17].[K+:18].[NH2:1][c:2]1[c:3]([OH:12])[cH:4][cH:5][c:6]([C:8]([CH3:9])([CH3:10])[CH3:11])[cH:7]1>>[NH2:1][c:2]1[c:3]([O:12][CH2:20][C:21]#[N:22])[cH:4][cH:5][c:6]([C:8]([CH3:9])([CH3:10])[CH3:11])[cH:7]1. Starting materials: ClC=1C(=NC2=CC=CC=C2N1)C(=O)O (3-Chloro-2-quinoxalinecarboxylic acid), N,N'-carbonyldiimidazole, NC1=NN=NN1 (5-Amino-1H-tetrazole). Solvent: O1CCCC1 (tetrahydrofuran), CN(C=O)C (dimethylformamide). The product is ClC=1C(=NC2=CC=CC=C2N1)C(=O)NC1=NN=NN1 (3-Chloro-N(1H-tetrazol-5-yl)-2-quinoxalinecarboxamide). RXN SMILES: [Cl:1][C:2]1[C:3]([C:12]([OH:14])=O)=[N:4][C:5]2[C:10]([N:11]=1)=[CH:9][CH:8]=[CH:7][CH:6]=2.[NH2:15][C:16]1[NH:20][N:19]=[N:18][N:17]=1>O1CCCC1.CN(C)C=O>[Cl:1][C:2]1[C:3]([C:12]([NH:15][C:16]2[NH:20][N:19]=[N:18][N:17]=2)=[O:14])=[N:4][C:5]2[C:10]([N:11]=1)=[CH:9][CH:8]=[CH:7][CH:6]=2. Procedure: 3-Chloro-2-quinoxalinecarboxylic acid (1.5 g) and N,N'-carbonyldiimidazole (1.2 g) in tetrahydrofuran (50 ml) were heated under reflux for 15 minutes. 5-Amino-1H-tetrazole (0.7 g) in dimethylformamide (5 ml) was added and the solution heated under reflux for 1 hour. The solvent was distilled off and the residue was triturated with dilute hydrochloric acid (25 ml., 2N). The solid was collected and crystallised from aqueous dimethylformamide. It had m.p. 257°-260° (d) (38%). Yields the product C(C1=CC=CC=C1)(=O)O[C@@H]1CC2=CC=C3[C@@H]4CC[C@H](C(C(OC)OC)C)[C@]4(CC[C@@H]3[C@]2([C@H](C1)OC(NC)=O)C)C (3β-benzoyloxy-21,21-dimethoxy-20-methyl-1α-(N-methylcarbamoyl)oxypregna-5,7-diene). Run in O1CCCC1 (tetrahydrofuran). Isolated yield 35.4%. The reactants are C(C1=CC=CC=C1)(=O)O[C@@H]1C[C@@]2(C=C[C@H]3[C@@H]4CC[C@H](C(C(OC)OC)C)[C@]4(CC[C@@H]3[C@]2([C@H](C1)OC(NC)=O)C)C)O (3β-benzoyloxy-21,21-dimethoxy-20-methyl-1α-(N-methylcarbamoyl)oxypregn-6-en-5α-ol), ClC(C(=O)O)Cl (dichloroacetic acid). As a reaction SMILES: [C:1]([O:9][C@H:10]1[CH2:33][C@H:32]([O:34][C:35](=[O:38])[NH:36][CH3:37])[C@@:31]2([CH3:39])[C@@:12](O)([CH:13]=[CH:14][C@@H:15]3[C@@H:30]2[CH2:29][CH2:28][C@@:27]2([CH3:40])[C@H:16]3[CH2:17][CH2:18][C@@H:19]2[CH:20]([CH3:26])[CH:21]([O:24][CH3:25])[O:22][CH3:23])[CH2:11]1)(=[O:8])[C:2]1[CH:7]=[CH:6][CH:5]=[CH:4][CH:3]=1.ClC(Cl)C(O)=O>O1CCCC1>[C:1]([O:9][C@H:10]1[CH2:33][C@H:32]([O:34][C:35](=[O:38])[NH:36][CH3:37])[C@@:31]2([CH3:39])[C:12](=[CH:13][CH:14]=[C:15]3[C@@H:30]2[CH2:29][CH2:28][C@@:27]2([CH3:40])[C@H:16]3[CH2:17][CH2:18][C@@H:19]2[CH:20]([CH3:26])[CH:21]([O:24][CH3:25])[O:22][CH3:23])[CH2:11]1)(=[O:8])[C:2]1[CH:7]=[CH:6][CH:5]=[CH:4][CH:3]=1. Procedure: In 10 ml of tetrahydrofuran was dissolved 350 mg of 3β-benzoyloxy-21,21-dimethoxy-20-methyl-1α-(N-methylcarbamoyl)oxypregn-6-en-5α-ol, followed by addition of 50 mg of dichloroacetic acid. The mixture was refluxed in an atmosphere of argon gas for 12 hours. The reaction mixture was then worked up in the same manner as Example 124 to give 120 mg of 3β-benzoyloxy-21,21-dimethoxy-20-methyl-1α-(N-methylcarbamoyl)oxypregna-5,7-diene showing the following physical properties. Run in C(C)(=O)OC(C)=O (acetic anhydride), CCOCC (ether). Reaction SMILES: Cl.[OH:2][C@H:3]1[C@@H:9]([C:10]2[CH:15]=[CH:14][C:13]([O:16][CH3:17])=[CH:12][CH:11]=2)[CH2:8][C:7]2[CH:18]=[C:19]([C:22]([F:25])([F:24])[F:23])[CH:20]=[CH:21][C:6]=2[N:5]([CH2:26][CH2:27][N:28]([CH3:30])[CH3:29])[C:4]1=[O:31].[Cl:32]CCl.CO.[C:37](O)(=[O:39])[CH3:38].Cl>C(OC(=O)C)(=O)C.CCOCC>[ClH:32].[C:37]([O:2][C@H:3]1[C@@H:9]([C:10]2[CH:15]=[CH:14][C:13]([O:16][CH3:17])=[CH:12][CH:11]=2)[CH2:8][C:7]2[CH:18]=[C:19]([C:22]([F:23])([F:25])[F:24])[CH:20]=[CH:21][C:6]=2[N:5]([CH2:26][CH2:27][N:28]([CH3:30])[CH3:29])[C:4]1=[O:31])(=[O:39])[CH3:38] |f:0.1,2.3.4,8.9|. Procedure details: A stirred suspension of (cis)-3-(hydroxy)-1-[2-(dimethylamino)ethyl]-1,3,4,5-tetrahydro-4-(4-methoxyphenyl)-7-(trifluoromethyl)-2H-1-benzazepin-2-one, monohydrochloride (1.50 g; 3.27 mmol) in 50 ml of acetic anhydride was heated in an oil bath at 110°-117° C. (solution obtained) for 2.5 hours (under argon). TLC (8:1:1 dichloromethane-methanol-acetic acid) showed the reaction to be complete. The acetic anhydride was removed on a rotary evaporator at 0.2 mm to give a solid. The latter was rubbed u... Reactants: ClCCl.CO.C(C)(=O)O (dichloromethane methanol acetic acid), Cl.O[C@@H]1C(N(C2=C(C[C@@H]1C1=CC=C(C=C1)OC)C=C(C=C2)C(F)(F)F)CCN(C)C)=O ((cis)-3-(hydroxy)-1-[2-(dimethylamino)ethyl]-1,3,4,5-tetrahydro-4-(4-methoxyphenyl)-7-(trifluoromethyl)-2H-1-benzazepin-2-one, monohydrochloride), Cl (hydrogen chloride). Yields the product Cl.C(C)(=O)O[C@@H]1C(N(C2=C(C[C@@H]1C1=CC=C(C=C1)OC)C=C(C=C2)C(F)(F)F)CCN(C)C)=O ((cis)-3-(Acetyloxy)-1-[2-(dimethylamino)ethyl]-1,3,4,5-tetrahydro-4-(4-methoxyphenyl)-7-(trifluoromethyl)-2H-1-benzazepin-2-one, monohydrochloride). Reactants: ClCCl, CCCCCCCCCCCCCCOc1ccc(CC(=O)O)cc1OC, CN(C)C=O, O=C(Cl)C(=O)Cl. The product is CCCCCCCCCCCCCCOc1ccc(CC(=O)Cl)cc1OC. RXN SMILES: [CH2:39]([Cl:40])[Cl:41].[CH3:1][O:2][c:3]1[cH:4][c:5]([CH2:24][C:25](=[O:26])[OH:27])[cH:6][cH:7][c:8]1[O:9][CH2:10][CH2:11][CH2:12][CH2:13][CH2:14][CH2:15][CH2:16][CH2:17][CH2:18][CH2:19][CH2:20][CH2:21][CH2:22][CH3:23].[CH3:28][N:29]([CH3:30])[CH:31]=[O:32].[Cl:33][C:34]([C:35]([Cl:36])=[O:37])=[O:38]>>[CH3:1][O:2][c:3]1[cH:4][c:5]([CH2:24][C:25](=[O:27])[Cl:33])[cH:6][cH:7][c:8]1[O:9][CH2:10][CH2:11][CH2:12][CH2:13][CH2:14][CH2:15][CH2:16][CH2:17][CH2:18][CH2:19][CH2:20][CH2:21][CH2:22][CH3:23]. As a reaction SMILES: C(OC([N:8]1[CH2:13][CH2:12][CH:11]([N:14]2[C:18]3[CH:19]=[CH:20][C:21]([Cl:23])=[CH:22][C:17]=3[N:16]=[C:15]2[CH2:24]Cl)[CH2:10][CH2:9]1)=O)(C)(C)C.[CH3:26][S:27]([C:30]1[C:38]2[C:33](=[CH:34][CH:35]=[CH:36][CH:37]=2)[NH:32][N:31]=1)(=[O:29])=[O:28].CS(C1C2C(=CN=CC=2)NN=1)(=O)=O>>[Cl:23][C:21]1[CH:20]=[CH:19][C:18]2[N:14]([CH:11]3[CH2:10][CH2:9][NH:8][CH2:13][CH2:12]3)[C:15]([CH2:24][N:32]3[C:33]4[C:38](=[CH:37][CH:36]=[CH:35][CH:34]=4)[C:30]([S:27]([CH3:26])(=[O:28])=[O:29])=[N:31]3)=[N:16][C:17]=2[CH:22]=1. Reported procedure: The title compound was prepared in analogy to Example 2-13 by using 4-(5-chloro-2-chloromethyl-benzoimidazol-1-yl)-piperidine-1-carboxylic acid tert-butyl ester and 3-methanesulfonyl-1H-indazole instead of 3-(5-chloro-2-chloromethyl-benzoimidazol-1-yl)-pyrrolidine-1-carboxylic acid tert-butyl ester and 3-methanesulfonyl-1H-pyrazolo[3,4-c]pyridine. The product is ClC1=CC2=C(N(C(=N2)CN2N=C(C3=CC=CC=C23)S(=O)(=O)C)C2CCNCC2)C=C1 (1-{[5-Chloro-1-(piperidin-4-yl)-1H-benzimidazol-2-yl]methyl}-3-(methylsulfonyl)-1H-indazole). Reactants: C(C)(C)(C)OC(=O)N1CCC(CC1)N1C(=NC2=C1C=CC(=C2)Cl)CCl (4-(5-chloro-2-chloromethyl-benzoimidazol-1-yl)-piperidine-1-carboxylic acid tert-butyl ester), CS(=O)(=O)C1=NNC2=CC=CC=C12 (3-methanesulfonyl-1H-indazole), CS(=O)(=O)C1=NNC2=CN=CC=C21 (3-methanesulfonyl-1H-pyrazolo[3,4-c]pyridine).